This data is from the Open Reaction Database (ORD), a public repository of structured organic reaction records. The task is: describe an organic reaction: reactants, conditions, products, and yield The reactants are CC(=O)O[BH-](OC(C)=O)OC(C)=O, O=CCCNC(=O)C(CC(=O)OCc1ccccc1)NC(=O)OCc1ccccc1, CC(=O)O, COc1ccc(Cn2c(=O)ccn(C3OC(C(O)C(N)C(=O)OC(C)(C)C)C(O[Si](C)(C)C(C)(C)C)C3O[Si](C)(C)C(C)(C)C)c2=O)cc1, [Na+], C1CCOC1. Product: COc1ccc(Cn2c(=O)ccn(C3OC(C(O)C(NCCCNC(=O)C(CC(=O)OCc4ccccc4)NC(=O)OCc4ccccc4)C(=O)OC(C)(C)C)C(O[Si](C)(C)C(C)(C)C)C3O[Si](C)(C)C(C)(C)C)c2=O)cc1. As a reaction SMILES: [C:84]([O:85][BH-:86]([O:87][C:88](=[O:89])[CH3:90])[O:91][C:92](=[O:93])[CH3:94])(=[O:95])[CH3:96].[CH2:50]([c:51]1[cH:52][cH:53][cH:54][cH:55][cH:56]1)[O:57][C:58](=[O:59])[NH:60][CH:61]([CH2:62][C:63](=[O:64])[O:65][CH2:66][c:67]1[cH:68][cH:69][cH:70][cH:71][cH:72]1)[C:73]([NH:74][CH2:75][CH2:76][CH:77]=[O:78])=[O:79].[CH3:80][C:81](=[O:82])[OH:83].[NH2:1][CH:2]([C:3](=[O:4])[O:5][C:6]([CH3:7])([CH3:8])[CH3:9])[CH:10]([OH:11])[CH:12]1[O:13][CH:14]([n:33]2[c:34](=[O:49])[n:35]([CH2:40][c:41]3[cH:42][cH:43][c:44]([O:47][CH3:48])[cH:45][cH:46]3)[c:36](=[O:39])[cH:37][cH:38]2)[CH:15]([O:25][Si:26]([CH3:27])([CH3:28])[C:29]([CH3:30])([CH3:31])[CH3:32])[CH:16]1[O:17][Si:18]([CH3:19])([CH3:20])[C:21]([CH3:22])([CH3:23])[CH3:24].[Na+:97].[O:98]1[CH2:99][CH2:100][CH2:101][CH2:102]1>>[NH:1]([CH:2]([C:3](=[O:4])[O:5][C:6]([CH3:7])([CH3:8])[CH3:9])[CH:10]([OH:11])[CH:12]1[O:13][CH:14]([n:33]2[c:34](=[O:49])[n:35]([CH2:40][c:41]3[cH:42][cH:43][c:44]([O:47][CH3:48])[cH:45][cH:46]3)[c:36](=[O:39])[cH:37][cH:38]2)[CH:15]([O:25][Si:26]([CH3:27])([CH3:28])[C:29]([CH3:30])([CH3:31])[CH3:32])[CH:16]1[O:17][Si:18]([CH3:19])([CH3:20])[C:21]([CH3:22])([CH3:23])[CH3:24])[CH2:77][CH2:76][CH2:75][NH:74][C:73]([CH:61]([NH:60][C:58]([O:57][CH2:50][c:51]1[cH:52][cH:53][cH:54][cH:55][cH:56]1)=[O:59])[CH2:62][C:63](=[O:64])[O:65][CH2:66][c:67]1[cH:68][cH:69][cH:70][cH:71][cH:72]1)=[O:79]. Starting materials: C1(=CC=CC=C1)OC (anisole), C(C)(C)(C)OC(=O)C(C1=CC=CC=C1)O\N=C(/C(=O)OC(C1=CC=CC=C1)C1=CC=CC=C1)\C=1N=C(SC1)NC(C1=CC=CC=C1)(C1=CC=CC=C1)C1=CC=CC=C1 (benzhydryl (Z)-2-(α-tert-butoxycarbonylbenzyloximino)-2-(2-tritylaminothiazol-4-yl)acetate), FC(C(=O)O)(F)F (trifluoroacetic acid). The solvent is C(Cl)Cl (methylene dichloride). Conditions: temperature -30 celsius. Yields the product C(C)(C)(C)OC(=O)C(C1=CC=CC=C1)O\N=C(/C(=O)O)\C=1N=C(SC1)NC(C1=CC=CC=C1)(C1=CC=CC=C1)C1=CC=CC=C1 ((Z)-(α-tert-butoxycarbonylbenzyloximino)-2-(2-tritylaminothiazol-4-yl)acetic acid). Isolated yield 56.2%. As a reaction SMILES: C1(OC)C=CC=CC=1.[C:9]([O:13][C:14]([CH:16]([O:23]/[N:24]=[C:25](/[C:42]1[N:43]=[C:44]([NH:47][C:48]([C:61]2[CH:66]=[CH:65][CH:64]=[CH:63][CH:62]=2)([C:55]2[CH:60]=[CH:59][CH:58]=[CH:57][CH:56]=2)[C:49]2[CH:54]=[CH:53][CH:52]=[CH:51][CH:50]=2)[S:45][CH:46]=1)\[C:26]([O:28]C(C1C=CC=CC=1)C1C=CC=CC=1)=[O:27])[C:17]1[CH:22]=[CH:21][CH:20]=[CH:19][CH:18]=1)=[O:15])([CH3:12])([CH3:11])[CH3:10].FC(F)(F)C(O)=O>C(Cl)Cl>[C:9]([O:13][C:14]([CH:16]([O:23]/[N:24]=[C:25](/[C:42]1[N:43]=[C:44]([NH:47][C:48]([C:49]2[CH:54]=[CH:53][CH:52]=[CH:51][CH:50]=2)([C:61]2[CH:62]=[CH:63][CH:64]=[CH:65][CH:66]=2)[C:55]2[CH:56]=[CH:57][CH:58]=[CH:59][CH:60]=2)[S:45][CH:46]=1)\[C:26]([OH:28])=[O:27])[C:17]1[CH:18]=[CH:19][CH:20]=[CH:21][CH:22]=1)=[O:15])([CH3:12])([CH3:10])[CH3:11]. Procedure details: To a mixture of 4 ml of methylene dichloride and 1 ml of anisole was added 2.61 g (0.0033 mole) of benzhydryl (Z)-2-(α-tert-butoxycarbonylbenzyloximino)-2-(2-tritylaminothiazol-4-yl)acetate and after cooling the mixture to -30° C., 3 ml of trifluoroacetic acid was added dropwise to the mixture at a temperature below -20° C. over a period of 5 minutes. Thereafter, the mixture was maintained for one hour at -20° C. to -15° C. and then, methylene dichloride and trifluoroacetic acid were distilled o... Reactants: [H-].[Na+] (sodium hydride), IC (iodomethane), C(C1=CC=CC=C1)C=1C=C(C=CC1)N1C[C@H]([C@H](C1)O)O ((3R,4S)-1-(3-Benzylphenyl)-3,4-dihydroxypyrrolidine). The product is C(C1=CC=CC=C1)C=1C=C(C=CC1)N1C[C@H]([C@H](C1)OC)O (1-(3-Benzylphenyl)-cis-3-hydroxy-4-methoxypyrrolidine). RXN SMILES: [H-].[Na+].I[CH3:4].[CH2:5]([C:12]1[CH:13]=[C:14]([N:18]2[CH2:22][C@H:21]([OH:23])[C@H:20]([OH:24])[CH2:19]2)[CH:15]=[CH:16][CH:17]=1)[C:6]1[CH:11]=[CH:10][CH:9]=[CH:8][CH:7]=1>>[CH2:5]([C:12]1[CH:13]=[C:14]([N:18]2[CH2:22][C@H:21]([O:23][CH3:4])[C@H:20]([OH:24])[CH2:19]2)[CH:15]=[CH:16][CH:17]=1)[C:6]1[CH:7]=[CH:8][CH:9]=[CH:10][CH:11]=1 |f:0.1|. Reported procedure: This was synthesized in the same manner as in Production Example 11 except that 1 equivalent of each of sodium hydride and iodomethane were used to (3R,4S)-1-(3-Benzylphenyl)-3,4-dihydroxypyrrolidine (Production Example 10). Reactants: CCCCc1ccc(C#Cc2ccc(C=O)cc2)cc1, Cl, COC(=O)c1ccc(CN)cc1. The product is CCCCc1ccc(C#Cc2ccc(CNCc3ccc(C(=O)OC)cc3)cc2)cc1. Reaction SMILES: [CH2:14]([CH2:15][CH2:16][CH3:17])[c:18]1[cH:19][cH:20][c:21]([C:24]#[C:25][c:26]2[cH:27][cH:28][c:29]([CH:30]=[O:31])[cH:32][cH:33]2)[cH:22][cH:23]1.[ClH:1].[NH2:2][CH2:3][c:4]1[cH:5][cH:6][c:7]([C:8](=[O:9])[O:10][CH3:11])[cH:12][cH:13]1>>[NH:2]([CH2:3][c:4]1[cH:5][cH:6][c:7]([C:8](=[O:9])[O:10][CH3:11])[cH:12][cH:13]1)[CH2:30][c:29]1[cH:28][cH:27][c:26]([C:25]#[C:24][c:21]2[cH:20][cH:19][c:18]([CH2:14][CH2:15][CH2:16][CH3:17])[cH:23][cH:22]2)[cH:33][cH:32]1. The reactants are N (Ammonia), ClS(=O)(=O)C=1C=CC(=C(C(=O)O)C1)O (5-chlorosulfonyl-2-hydroxy-benzoic acid). The solvent is CC(=O)C (acetone). Run at temperature 60 celsius. Yields the product OC1=C(C(=O)O)C=C(C=C1)S(N)(=O)=O (2-Hydroxy-5-sulfamoyl-benzoic acid). Reaction SMILES: [NH3:1].Cl[S:3]([C:6]1[CH:7]=[CH:8][C:9]([OH:15])=[C:10]([CH:14]=1)[C:11]([OH:13])=[O:12])(=[O:5])=[O:4]>CC(C)=O>[OH:15][C:9]1[CH:8]=[CH:7][C:6]([S:3](=[O:5])(=[O:4])[NH2:1])=[CH:14][C:10]=1[C:11]([OH:13])=[O:12]. Reported procedure: Ammonia gas was bubbled through a solution of 107 mmol 5-chlorosulfonyl-2-hydroxy-benzoic acid in 250 ml acetone at 0° C. for 2 h. Argon gas was then bubbled through the reaction mixture for 1 h to purge excess ammonia. The mixture was then diluted with water, the pH adjusted to pH 14 by addition of 5 M aq NaOH solution, and the mixture was then extracted with ether/ethyl acetate (1:1). The aqueous phase was acidified with concentrated HCl, saturated with NaCl, and extracted twice with THF. The ... Starting materials: CCOC(=O)c1c(OCc2ccccc2)nn(C(C)C)c1Br, Cl, [Na+], C1COCCO1, [OH-]. Product: CC(C)n1nc(OCc2ccccc2)c(C(=O)O)c1Br. As a reaction SMILES: [CH2:1]([CH3:2])[O:3][C:4](=[O:5])[c:6]1[c:7]([O:15][CH2:16][c:17]2[cH:18][cH:19][cH:20][cH:21][cH:22]2)[n:8][n:9]([CH:12]([CH3:13])[CH3:14])[c:10]1[Br:11].[ClH:25].[Na+:24].[O:26]1[CH2:27][CH2:28][O:29][CH2:30][CH2:31]1.[OH-:23]>>[O:3]=[C:4]([OH:5])[c:6]1[c:7]([O:15][CH2:16][c:17]2[cH:18][cH:19][cH:20][cH:21][cH:22]2)[n:8][n:9]([CH:12]([CH3:13])[CH3:14])[c:10]1[Br:11]. Starting materials: C1(C(N2CCCC3=CC=CC1=C23)=O)=O (5,6-dihydro-4H-pyrrolo[3,2,1-ij]quinoline-1,2dione), ICl (iodine monochloride), ice water. The solvent is C(C)(=O)O (acetic acid). The product is IC=1C=C2CCCN3C2=C(C1)C(C3=O)=O (5,6-Dihydro-8-iodo-4H-pyrrolo[3,2,1-ij]quinoline-1,2-dione). As a reaction SMILES: [C:1]1(=[O:14])[C:11]2=[C:12]3[C:7](=[CH:8][CH:9]=[CH:10]2)[CH2:6][CH2:5][CH2:4][N:3]3[C:2]1=[O:13].[I:15]Cl>C(O)(=O)C>[I:15][C:9]1[CH:8]=[C:7]2[C:12]3=[C:11]([C:1](=[O:14])[C:2](=[O:13])[N:3]3[CH2:4][CH2:5][CH2:6]2)[CH:10]=1. Procedure: A mixture of 5,6-dihydro-4H-pyrrolo[3,2,1-ij]quinoline-1,2dione (5 g) and iodine monochloride (5 g) in acetic acid (30 ml) was refluxed for 5 hours. After cooling, the mixture was poured into ice water and extracted with chloroform. The extract was washed with water, saturated aqueous sodium bicarbonate solution and saturated aqueous sodium chloride solution successively and then dried over anhydrous sodium sulfate. Evaporation of chloroform afforded the title compound. The compound was recrysta...